This data is from the Open Reaction Database (ORD), a public repository of structured organic reaction records. The task is: describe an organic reaction: reactants, conditions, products, and yield The reactants are N-Aryl-benzenesulfonamides, NC1=C(C=C(C=C1)Cl)C(=O)C1=NC=CC=C1 ((2-Amino-5-chloro-phenyl)-pyridin-2-yl-methanone), C(C)(C)(C)C1=CC=C(C=C1)S(=O)(=O)Cl (4-tert-Butyl-benzenesulfonyl chloride). Yields the product C(C)(C)(C)C1=CC=C(C=C1)S(=O)(=O)NC1=C(C=C(C=C1)Cl)C(=O)C1=NC=CC=C1 (4-tert-Butyl-N-[4-chloro-2-(pyridine-2-carbonyl)-phenyl]-benzenesulfonamide). RXN SMILES: [NH2:1][C:2]1[CH:7]=[CH:6][C:5]([Cl:8])=[CH:4][C:3]=1[C:9]([C:11]1[CH:16]=[CH:15][CH:14]=[CH:13][N:12]=1)=[O:10].[C:17]([C:21]1[CH:26]=[CH:25][C:24]([S:27](Cl)(=[O:29])=[O:28])=[CH:23][CH:22]=1)([CH3:20])([CH3:19])[CH3:18]>>[C:17]([C:21]1[CH:26]=[CH:25][C:24]([S:27]([NH:1][C:2]2[CH:7]=[CH:6][C:5]([Cl:8])=[CH:4][C:3]=2[C:9]([C:11]2[CH:16]=[CH:15][CH:14]=[CH:13][N:12]=2)=[O:10])(=[O:29])=[O:28])=[CH:23][CH:22]=1)([CH3:20])([CH3:18])[CH3:19]. Reported procedure: The title compound was prepared according to the general procedure for the synthesis of N-Aryl-benzenesulfonamides previously described using 116 mg of (2-Amino-5-chloro-phenyl)-pyridin-2-yl-methanone and 116 mg of 4-tert-Butyl-benzenesulfonyl chloride. 1H-NMR (400 MHz, CDCl3): δ 1.24 (s, 9H), 7.34-7.38 (m, 2H), 7.47(dd, 1H, J=8.8 Hz, 2.4 Hz), 7.60 (m, 1H), 7.65-7.68 (m, 4H), 7.85 (d, 1H, J=8Hz), 8.00 (td, 1H, J=7.6 Hz, 2 Hz), 8.71 (bd, 1H, J=4.8 Hz). MS: m/z 429.9 (M++1).